Dataset: the Open Reaction Database (ORD), a public repository of structured organic reaction records. Task: describe an organic reaction: reactants, conditions, products, and yield RXN SMILES: O(C[C@H:10]([OH:12])C)[Si](C(C)(C)C)(C)C.N[C:14]1C=CN(C)N=1.[CH3:20][O:21][C:22](=[O:40])[C:23]1[CH:28]=[C:27]([OH:29])[CH:26]=[C:25]([O:30][C:31]2[CH:36]=[CH:35][C:34]([C:37](=[O:39])[CH3:38])=[CH:33][CH:32]=2)[CH:24]=1>>[CH3:20][O:21][C:22](=[O:40])[C:23]1[CH:28]=[C:27]([O:29][CH2:14][O:12][CH3:10])[CH:26]=[C:25]([O:30][C:31]2[CH:36]=[CH:35][C:34]([C:37](=[O:39])[CH3:38])=[CH:33][CH:32]=2)[CH:24]=1. The product is COC(C1=CC(=CC(=C1)OCOC)OC1=CC=C(C=C1)C(C)=O)=O (3-(4-acetyl-phenoxy)-5-methoxymethoxy-benzoic acid methyl ester). Reactants: O([Si](C)(C)C(C)(C)C)C[C@@H](C)O ((2R)-1-(t-butyldimethylsiloxy)-2-hydroxypropane), NC1=NN(C=C1)C (3-amino-1-methyl-1H-pyrazole), COC(C1=CC(=CC(=C1)O)OC1=CC=C(C=C1)C(C)=O)=O (3-(4-acetyl-phenoxy)-5-hydroxy-benzoic acid methyl ester). Procedure details: The compound of Production Example 123 was obtained as a colorless amorphous substance by the same method as in Production Example 2, a corresponding method, or a combination thereof with an ordinary method, using (2R)-1-(t-butyldimethylsiloxy)-2-hydroxypropane, 3-amino-1-methyl-1H-pyrazole and 3-(4-acetyl-phenoxy)-5-hydroxy-benzoic acid methyl ester obtained by deprotection of the methoxymethyl group of 3-(4-acetyl-phenoxy)-5-methoxymethoxy-benzoic acid methyl ester obtained by reaction of the ... Starting materials: CC1=C(C(=C2C(=N1)SC1=C2CCCC1)C1=CC=C(C=C1)Cl)C(C(=O)OC)CCC (methyl [2-methyl-4-(4-chlorophenyl)-5,6,7,8-tetrahydro[1]benzothieno[2,3-b]pyridin-3-yl]pentanoate), [OH-].[Na+] (sodium hydroxide). The solvent is CO (methanol). Conditions: temperature 60 celsius. Yields the product CC1=C(C(=C2C(=N1)SC1=C2CCCC1)C1=CC=C(C=C1)Cl)C(C(=O)O)CCC (2-[2-Methyl-4-(4-chlorophenyl)-5,6,7,8-tetrahydro[1]benzothieno[2,3-b]pyridin-3-yl]pentanoic acid). Isolated yield 78.9%. As a reaction SMILES: [CH3:1][C:2]1[N:7]=[C:6]2[S:8][C:9]3[CH2:14][CH2:13][CH2:12][CH2:11][C:10]=3[C:5]2=[C:4]([C:15]2[CH:20]=[CH:19][C:18]([Cl:21])=[CH:17][CH:16]=2)[C:3]=1[CH:22]([CH2:27][CH2:28][CH3:29])[C:23]([O:25]C)=[O:24].[OH-].[Na+]>CO>[CH3:1][C:2]1[N:7]=[C:6]2[S:8][C:9]3[CH2:14][CH2:13][CH2:12][CH2:11][C:10]=3[C:5]2=[C:4]([C:15]2[CH:16]=[CH:17][C:18]([Cl:21])=[CH:19][CH:20]=2)[C:3]=1[CH:22]([CH2:27][CH2:28][CH3:29])[C:23]([OH:25])=[O:24] |f:1.2|. Reported procedure: To a solution of methyl [2-methyl-4-(4-chlorophenyl)-5,6,7,8-tetrahydro[1]benzothieno[2,3-b]pyridin-3-yl]pentanoate (0.196 g; 0.459 mmol) in methanol (4.6 mL) was added a solution of sodium hydroxide 5 N (0.95 mL) and the mixture was heated at 60° C. for 18 h. After cooling, the reaction mixture was concentrated under reduced pressure. The residue was dissolved in ethyl acetate and the mixture was acidified with HCl (1N) until pH 1. The organic layer was washed with brine, water, dried over magn... The reactants are C(C)(=O)O[C@@H]1C(O[C@H]([C@@H]([C@H]1OC(C)=O)OC(C)=O)C1=CC(=C(C=C1)Br)CC1=CC2=C(OCCO2)C=C1)OC(C)=O (acetic acid (3S,4R,5S,6S)-3,4,5-triacetoxy-6-[4-bromo-3-(2,3-dihydro-benzo[1,4]dioxin-6-ylmethyl)-phenyl]-tetrahydro-pyran-2-yl ester), C1(CCCCC1)P(C1CCCCC1)C1CCCCC1 (tricyclohexylphosphine), C1(CC1)B(O)O (cyclopropylboronic acid), [O-]P(=O)([O-])[O-].[K+].[K+].[K+] (potassium phosphate tribasic). The reagents and catalysts are C(C)(=O)[O-].[Pd+2].C(C)(=O)[O-] (palladium (II) acetate). Run in C1(=CC=CC=C1)C (toluene), O (water). Run at temperature 90 celsius, time 8 hour. Yields the product C(C)(=O)O[C@@H]1C(O[C@H]([C@@H]([C@H]1OC(C)=O)OC(C)=O)C1=CC(=C(C=C1)C1CC1)CC1=CC2=C(OCCO2)C=C1)OC(C)=O (acetic acid (3S,4R,5S,6S)-3,4,5-triacetoxy-6-[4-cyclopropyl-3-(2,3-dihydro-benzo[1,4]dioxin-6-ylmethyl)-phenyl]-tetrahydro-pyran-2-yl ester). Isolated yield 181.2%. Reaction SMILES: [C:1]([O:4][C@H:5]1[C@H:10]([O:11][C:12](=[O:14])[CH3:13])[C@@H:9]([O:15][C:16](=[O:18])[CH3:17])[C@H:8]([C:19]2[CH:24]=[CH:23][C:22](Br)=[C:21]([CH2:26][C:27]3[CH:36]=[CH:35][C:30]4[O:31][CH2:32][CH2:33][O:34][C:29]=4[CH:28]=3)[CH:20]=2)[O:7][CH:6]1[O:37][C:38](=[O:40])[CH3:39])(=[O:3])[CH3:2].C1(P([CH:54]2[CH2:59][CH2:58]CCC2)C2CCCCC2)CCCCC1.[O-]P([O-])([O-])=O.[K+].[K+].[K+].C1(B(O)O)CC1>C1(C)C=CC=CC=1.O.C([O-])(=O)C.[Pd+2].C([O-])(=O)C>[C:1]([O:4][C@H:5]1[C@H:10]([O:11][C:12](=[O:14])[CH3:13])[C@@H:9]([O:15][C:16](=[O:18])[CH3:17])[C@H:8]([C:19]2[CH:24]=[CH:23][C:22]([CH:58]3[CH2:59][CH2:54]3)=[C:21]([CH2:26][C:27]3[CH:36]=[CH:35][C:30]4[O:31][CH2:32][CH2:33][O:34][C:29]=4[CH:28]=3)[CH:20]=2)[O:7][CH:6]1[O:37][C:38](=[O:40])[CH3:39])(=[O:3])[CH3:2] |f:2.3.4.5,9.10.11|. Procedure details: Step-IX: To a stirred solution of acetic acid (3S,4R,5S,6S)-3,4,5-triacetoxy-6-[4-bromo-3-(2,3-dihydro-benzo[1,4]dioxin-6-ylmethyl)-phenyl]-tetrahydro-pyran-2-yl ester (2.75 g, 4.4 mmol) in toluene (25 ml) was added tricyclohexylphosphine (495 mg, 1.8 mmol), a solution of potassium phosphate tribasic (3.75 g, 1.8 mmol) in water (5 ml), cyclopropylboronic acid (1.14 g, 13.2 mmol). The reaction mixture was degassed for 45 min then added palladium (II) acetate (148 mg, 0.7 mmol). Reaction mixture w... The reactants are N1N=C(C=2C1=CN=CC2)C(C)=O (1-(1H-pyrazolo[3,4-c]pyridin-3-yl)-ethanone), C([O-])([O-])=O.[K+].[K+] (potassium carbonate), BrCC(=O)OC(C)(C)C (tert-butyl bromoacetate), crude mixture, O (water). Solvent: CC#N (CH3CN). Conditions: time 8 hour. The product is C(C)(C)(C)OC(CN1N=C(C=2C1=CN=CC2)C(C)=O)=O ((3-Acetyl-pyrazolo[3,4-c]pyridin-1-yl)-acetic acid tert-butyl ester). As a reaction SMILES: [NH:1]1[C:5]2=[CH:6][N:7]=[CH:8][CH:9]=[C:4]2[C:3]([C:10](=[O:12])[CH3:11])=[N:2]1.C(=O)([O-])[O-].[K+].[K+].Br[CH2:20][C:21]([O:23][C:24]([CH3:27])([CH3:26])[CH3:25])=[O:22].O>CC#N>[C:24]([O:23][C:21](=[O:22])[CH2:20][N:1]1[C:5]2=[CH:6][N:7]=[CH:8][CH:9]=[C:4]2[C:3]([C:10](=[O:12])[CH3:11])=[N:2]1)([CH3:27])([CH3:26])[CH3:25] |f:1.2.3|. Procedure: To a solution of 1-(1H-pyrazolo[3,4-c]pyridin-3-yl)-ethanone (Sphinx Scientific laboratory LLC, catalog number: PPY-1-CS01) (2.45 g 14.44 mmol) in CH3CN (50 mL) were added potassium carbonate (3.99 g, 28.9 mmol) and tert-butyl bromoacetate (2.34 mL, 15.88 mmol). The reaction mixture was stirred at RT overnight. The crude mixture was poured into water and extracted with EtOAc (×3). The combined organic extracts were dried (Na2SO4), filtered and concentrated. The crude residue was purified by flas... Starting materials: C(=O)(OC(C)(C)C)NCC1=CC=C(C(=O)N[C@H](C(=O)O)CCNC(=O)OC(C)(C)C)C=C1 ((S)-2-(4-(N-Boc-aminomethyl)benzoylamino)-4-(N-Boc-amino)butyric acid), Cl.O1CCOCC1 (hydrochloric acid dioxane). Solvent: CO (methanol). Conditions: time 1.5 hour. The product is NCC1=CC=C(C(=O)N[C@H](C(=O)O)CCN)C=C1 ((S)-2-(4-aminomethylbenzoylamino)-4-aminobutyric acid). Isolated yield 189.4%. As a reaction SMILES: C([NH:8][CH2:9][C:10]1[CH:32]=[CH:31][C:13]([C:14]([NH:16][C@@H:17]([CH2:21][CH2:22][NH:23]C(OC(C)(C)C)=O)[C:18]([OH:20])=[O:19])=[O:15])=[CH:12][CH:11]=1)(OC(C)(C)C)=O.Cl.O1CCOCC1>CO>[NH2:8][CH2:9][C:10]1[CH:32]=[CH:31][C:13]([C:14]([NH:16][C@@H:17]([CH2:21][CH2:22][NH2:23])[C:18]([OH:20])=[O:19])=[O:15])=[CH:12][CH:11]=1 |f:1.2|. Procedure details: The compound obtained in Example 60-2 (49.7 mg) was dissolved in methanol (0.5 ml) and 4 mol/l hydrochloric acid/dioxane solution (0.5 ml) was added. The mixture was stirred for 1.5 hours at room temperature. After the reaction, the solvent was removed by distillation and the residue was dried using a vacuum pump to obtain the title compound (52.4 mg) as a white solid.